This data is from the Open Reaction Database (ORD), a public repository of structured organic reaction records. The task is: describe an organic reaction: reactants, conditions, products, and yield Reactants: CO, [Na+], COC(=O)C(c1ccc2c(c1)OCO2)n1nc(C)cc(C)c1=O, [OH-]. Product: Cc1cc(C)c(=O)n(C(C(=O)O)c2ccc3c(c2)OCO3)n1. RXN SMILES: [CH3:26][OH:27].[Na+:25].[O:1]1[CH2:2][O:3][c:4]2[c:5]1[cH:6][cH:7][c:8]([CH:10]([C:11](=[O:12])[O:13][CH3:14])[n:15]1[n:16][c:17]([CH3:23])[cH:18][c:19]([CH3:22])[c:20]1=[O:21])[cH:9]2.[OH-:24]>>[O:1]1[CH2:2][O:3][c:4]2[c:5]1[cH:6][cH:7][c:8]([CH:10]([C:11](=[O:12])[OH:13])[n:15]1[n:16][c:17]([CH3:23])[cH:18][c:19]([CH3:22])[c:20]1=[O:21])[cH:9]2.